From a dataset of the Open Reaction Database (ORD), a public repository of structured organic reaction records. describe an organic reaction: reactants, conditions, products, and yield The product is CC=1C=CC(C1)=C(C)C (3,6,6-trimethylfulvene). Yield: 85.0%. Reported procedure: 150 ml of methylcyclopentadiene dimer was fractionally distilled from 100 ml of mineral oil and at 62° C. and collected at 0° C. 500 mmol of methyl lithium (1.4M; diethylether) were added, dropwise, to a mixture of 500 mmol of freshly distilled methylcyclopentadiene and 137 ml of dry acetone at 0° C. The solution was stirred for 1 hour at 25° C. 8 g (85% yield) of 3,6,6-trimethylfulvene were recovered from the organic layer by vacuum distillation after an extraction with 100 ml of saturated, aqu... Reactants: C[Li] (methyl lithium), CC1=CC=CC1 (methylcyclopentadiene), CC(=O)C (acetone). RXN SMILES: C[Li].[CH3:3][C:4]1[CH2:8][CH:7]=[CH:6][CH:5]=1.[CH3:9][C:10]([CH3:12])=O>>[CH3:3][C:4]1[CH:8]=[CH:7][C:6](=[C:10]([CH3:12])[CH3:9])[CH:5]=1. Conditions: temperature 25 celsius, time 1 hour. Starting materials: CC(=O)O, CCO, CC(=O)[O-], Cc1cc(Br)c(Cl)c(Cl)c1N, [Na+]. Product: Cc1ccc(Cl)c(Cl)c1N. RXN SMILES: [C:20]([OH:21])(=[O:22])[CH3:23].[CH2:17]([OH:18])[CH3:19].[CH3:13][C:14](=[O:15])[O-:16].[Cl:1][c:2]1[c:3]([NH2:4])[c:5]([CH3:11])[cH:6][c:7]([Br:10])[c:8]1[Cl:9].[Na+:12]>>[Cl:1][c:2]1[c:3]([NH2:4])[c:5]([CH3:11])[cH:6][cH:7][c:8]1[Cl:9]. Reactants: C1(=CC=CC=C1)C (toluene), C=C (ethene), C=CC (propene). Product: C(CC)C1=CC=CC=C1 (propylbenzene), C(C(C)C)C1=CC=CC=C1 (isobutylbenzene). Reaction SMILES: C=C.[CH2:3]=[CH:4][CH3:5].[C:6]1([CH3:12])[CH:11]=[CH:10][CH:9]=[CH:8][CH:7]=1>>[CH2:12]([C:6]1[CH:11]=[CH:10][CH:9]=[CH:8][CH:7]=1)[CH2:3][CH3:4].[CH2:12]([C:6]1[CH:11]=[CH:10][CH:9]=[CH:8][CH:7]=1)[CH:4]([CH3:5])[CH3:3]. Procedure: Particularly preferred reactions are that of toluene with ethene or propene to give propylbenzene or isobutylbenzene, that of cumene with ethene to give tert-amylbenzene, and that of xylenes with butadiene to give 5-tolylpentenes. Reactants: C(CCC)C1=CC=C(C=C1)C#CC1=CC=C(C=O)C=C1 (4-[(4-butylphenyl)ethynyl]benzaldehyde), C(CCCCC)N (hexylamine), C(C)(=O)O (acetic acid), C(C)(=O)O[BH-](OC(C)=O)OC(C)=O.[Na+] (sodium triacetoxyborohydride). Solvent: ClCCCl (DCE), C(Cl)Cl (DCM). Conditions: time 3 hour. Yields the product C(CCC)C1=CC=C(C=C1)C#CC1=CC=C(CNCCCCCC)C=C1 (N-{4-[(4-butylphenyl)ethynyl]benzyl)-1-hexanamine). The yield is 32.6%. As a reaction SMILES: [CH2:1]([C:5]1[CH:10]=[CH:9][C:8]([C:11]#[C:12][C:13]2[CH:20]=[CH:19][C:16]([CH:17]=O)=[CH:15][CH:14]=2)=[CH:7][CH:6]=1)[CH2:2][CH2:3][CH3:4].[CH2:21]([NH2:27])[CH2:22][CH2:23][CH2:24][CH2:25][CH3:26].C(O)(=O)C.C(O[BH-](OC(=O)C)OC(=O)C)(=O)C.[Na+]>ClCCCl.C(Cl)Cl>[CH2:1]([C:5]1[CH:10]=[CH:9][C:8]([C:11]#[C:12][C:13]2[CH:20]=[CH:19][C:16]([CH2:17][NH:27][CH2:21][CH2:22][CH2:23][CH2:24][CH2:25][CH3:26])=[CH:15][CH:14]=2)=[CH:7][CH:6]=1)[CH2:2][CH2:3][CH3:4] |f:3.4|. Procedure details: To a solution of 4-[(4-butylphenyl)ethynyl]benzaldehyde (334 mg, 1.27 mmol, intermediate which may be obtained according to methods disclosed in EP03103780.7) and hexylamine (Aldrich, 98 μL, 1.53 mmol) in DCE (15.00 mL) was added acetic acid (110 mL) and sodium triacetoxyborohydride (405 mg, 1.91 mmol) and the resulting mixture was stirred at rt for 3 hrs. The reaction mixture was then diluted with DCM and washed with a saturated aqueous solution of NaHCO3 and brine. The organic layer was dried ... Reactants: N#Cc1cc(O)cc(OCc2ccccc2)c1, C1CCOC1, Cl, [Na+], O=C([O-])O. Product: NCc1cc(O)cc(OCc2ccccc2)c1. RXN SMILES: [CH2:1]([c:2]1[cH:3][cH:4][cH:5][cH:6][cH:7]1)[O:8][c:9]1[cH:10][c:11]([C:12]#[N:13])[cH:14][c:15]([OH:17])[cH:16]1.[CH2:24]1[O:25][CH2:26][CH2:27][CH2:28]1.[ClH:18].[Na+:23].[O-:19][C:20]([OH:21])=[O:22]>>[CH2:1]([c:2]1[cH:3][cH:4][cH:5][cH:6][cH:7]1)[O:8][c:9]1[cH:10][c:11]([CH2:12][NH2:13])[cH:14][c:15]([OH:17])[cH:16]1. RXN SMILES: Cl[S:2]([C:5]1[CH:14]=[CH:13][C:8]([C:9]([O:11][CH3:12])=[O:10])=[CH:7][CH:6]=1)(=[O:4])=[O:3].Cl.[NH2:16][C:17]1[S:18][C:19]([Cl:22])=[CH:20][N:21]=1.Cl>N1C=CC=CC=1>[Cl:22][C:19]1[S:18][C:17]([NH:16][S:2]([C:5]2[CH:14]=[CH:13][C:8]([C:9]([O:11][CH3:12])=[O:10])=[CH:7][CH:6]=2)(=[O:4])=[O:3])=[N:21][CH:20]=1 |f:1.2|. Reaction conditions: time 1 hour. Solvent: N1=CC=CC=C1 (pyridine). Isolated yield 0.0%. The product is ClC1=CN=C(S1)NS(=O)(=O)C1=CC=C(C(=O)OC)C=C1 (Methyl 4-{[(5-chloro-1,3-thiazol-2-yl)amino]sulfonyl}benzoate), solid. Procedure: Methyl 4-(chlorosulfonyl)benzoate (Preparation 2, 8.0 g, 34 mmol, 1 eq) was added portionwise to a solution of 2-amino-5-chlorothiazole hydrochloride (23.3 g, 136 mmol, 4 eq) in pyridine (80 ml) and the reaction mixture stirred at room temperature for 1 hour. The solution was added to a stirred solution of 6M HCl (300 ml) and the resulting precipitate collected by filtration and washed with water. The title compound was obtained as a dark brown solid (3.35 g, 0.01 mmol, 30%). Starting materials: ClS(=O)(=O)C1=CC=C(C(=O)OC)C=C1 (Methyl 4-(chlorosulfonyl)benzoate), Cl.NC=1SC(=CN1)Cl (2-amino-5-chlorothiazole hydrochloride), Cl (HCl). Reactants: CCOP(=O)(C#N)OCC, ClCCl, CN1CCOCC1, O=C(O)c1ccc(I)cc1, CC(C)(C)NS(=O)(=O)c1ccc2c(NCCCN)nsc2c1. Yields the product CC(C)(C)NS(=O)(=O)c1ccc2c(NCCCNC(=O)c3ccc(I)cc3)nsc2c1. RXN SMILES: [C:11]([P:12](=[O:13])([O:14][CH2:15][CH3:16])[O:17][CH2:18][CH3:19])#[N:20].[CH2:50]([Cl:51])[Cl:52].[CH3:21][N:22]1[CH2:23][CH2:24][O:25][CH2:26][CH2:27]1.[I:1][c:2]1[cH:3][cH:4][c:5]([C:6](=[O:7])[OH:8])[cH:9][cH:10]1.[NH2:28][CH2:29][CH2:30][CH2:31][NH:32][c:33]1[n:34][s:35][c:36]2[c:37]1[cH:38][cH:39][c:40]([S:42](=[O:43])(=[O:44])[NH:45][C:46]([CH3:47])([CH3:48])[CH3:49])[cH:41]2>>[I:1][c:2]1[cH:3][cH:4][c:5]([C:6](=[O:8])[NH:28][CH2:29][CH2:30][CH2:31][NH:32][c:33]2[n:34][s:35][c:36]3[c:37]2[cH:38][cH:39][c:40]([S:42](=[O:43])(=[O:44])[NH:45][C:46]([CH3:47])([CH3:48])[CH3:49])[cH:41]3)[cH:9][cH:10]1.